Dataset: the Open Reaction Database (ORD), a public repository of structured organic reaction records. Task: describe an organic reaction: reactants, conditions, products, and yield Starting materials: CCNC(=O)Nc1ccc(-c2nc3c(c(N4CCOCC4)n2)CN(C(=O)OC(C)(C)C)C3)cc1, Cc1ccccc1, CC(C)O, ClCCl, O=C(O)C(F)(F)F. Product: CCNC(=O)Nc1ccc(-c2nc3c(c(N4CCOCC4)n2)CNC3)cc1. RXN SMILES: [CH2:1]([CH3:2])[NH:3][C:4]([NH:5][c:6]1[cH:7][cH:8][c:9](-[c:12]2[n:13][c:14]([N:28]3[CH2:29][CH2:30][O:31][CH2:32][CH2:33]3)[c:15]3[c:16]([n:17]2)[CH2:18][N:19]([C:21]([O:22][C:23]([CH3:24])([CH3:25])[CH3:26])=[O:27])[CH2:20]3)[cH:10][cH:11]1)=[O:34].[CH3:46][c:47]1[cH:48][cH:49][cH:50][cH:51][cH:52]1.[CH:42]([OH:43])([CH3:44])[CH3:45].[Cl:53][CH2:54][Cl:55].[F:35][C:36]([F:37])([F:38])[C:39]([OH:40])=[O:41]>>[CH2:1]([CH3:2])[NH:3][C:4]([NH:5][c:6]1[cH:7][cH:8][c:9](-[c:12]2[n:13][c:14]([N:28]3[CH2:29][CH2:30][O:31][CH2:32][CH2:33]3)[c:15]3[c:16]([n:17]2)[CH2:18][NH:19][CH2:20]3)[cH:10][cH:11]1)=[O:34]. Starting materials: CN(C)C=O, [K+], [K+], O=C([O-])[O-], O, N#Cc1ccc(CC(NC(=O)C(Cc2ccccc2)S(=O)(=O)Nc2ccc3ccccc3c2)C(=O)N2CCCC2)cc1. The product is CN(c1ccc2ccccc2c1)S(=O)(=O)C(Cc1ccccc1)C(=O)NC(Cc1ccc(C#N)cc1)C(=O)N1CCCC1. As a reaction SMILES: [CH3:50][N:51]([CH3:52])[CH:53]=[O:54].[K+:43].[K+:44].[O-:45][C:46]([O-:47])=[O:48].[OH2:49].[cH:1]1[c:2]([NH:11][S:12](=[O:13])(=[O:14])[CH:15]([C:16](=[O:17])[NH:18][CH:19]([C:20](=[O:21])[N:22]2[CH2:23][CH2:24][CH2:25][CH2:26]2)[CH2:27][c:28]2[cH:29][cH:30][c:31]([C:34]#[N:35])[cH:32][cH:33]2)[CH2:36][c:37]2[cH:38][cH:39][cH:40][cH:41][cH:42]2)[cH:3][cH:4][c:5]2[cH:6][cH:7][cH:8][cH:9][c:10]12>>[cH:1]1[c:2]([N:11]([S:12](=[O:13])(=[O:14])[CH:15]([C:16](=[O:17])[NH:18][CH:19]([C:20](=[O:21])[N:22]2[CH2:23][CH2:24][CH2:25][CH2:26]2)[CH2:27][c:28]2[cH:29][cH:30][c:31]([C:34]#[N:35])[cH:32][cH:33]2)[CH2:36][c:37]2[cH:38][cH:39][cH:40][cH:41][cH:42]2)[CH3:46])[cH:3][cH:4][c:5]2[cH:6][cH:7][cH:8][cH:9][c:10]12. The reactants are O=C1CCN(CC1)C(=O)OC(C)(C)C (tert-butyl 4-oxopiperidine-1-carboxylate), C1=CC=NC=C1.F (HF-pyridine), C(C1=CC=CC=C1)OC(=O)ON1C(CCC1=O)=O (N-benzyloxycarbonyloxysuccinimide). The solvent is C(Cl)Cl (CH2Cl2). Reaction conditions: temperature -10 celsius, time 10 minute. Yields the product FC1(CCN(CC1)C(=O)OCC1=CC=CC=C1)CO (benzyl 4-fluoro4-(hydroxymethyl)-piperidine-1-carboxylate). As a reaction SMILES: O=[C:2]1[CH2:7][CH2:6][N:5]([C:8]([O:10][C:11]([CH3:14])(C)C)=[O:9])[CH2:4][CH2:3]1.[CH:15]1[CH:20]=[CH:19]N=[CH:17][CH:16]=1.[FH:21].C(OC(ON1C(=O)CC[C:34]1=[O:39])=O)C1C=CC=CC=1>C(Cl)Cl>[F:21][C:2]1([CH2:34][OH:39])[CH2:3][CH2:4][N:5]([C:8]([O:10][CH2:11][C:14]2[CH:19]=[CH:20][CH:15]=[CH:16][CH:17]=2)=[O:9])[CH2:6][CH2:7]1 |f:1.2|. Procedure: To a solution of tert-butyl 4-oxopiperidine-1-carboxylate (7.0 g, 32.8 mmol) in CH2Cl2 (14 mL) at −10° C. was added HF-pyridine (11.6 mL, 82.1 mmol) portionwise. The reaction mixture was stirred for 10 min at −10° C., warmed to RT. After stirring for 16 h, the reaction was quenched with aqueous NaCO3, and extracted with CH2Cl2. The aquoues layer was concentrated to a white paste that was suspended in CH2Cl2 (100 mL). N-benzyloxycarbonyloxysuccinimide (8.2 g, 32.8 mmol) was added and the mixture ... Starting materials: COCCN1C2=C(C=3C=CC=CC13)CN(CC2)C(=O)OC(C)(C)C (tert-Butyl 5-(2-methoxy)ethyl-1,3,4,5-tetrahydro-2H-pyrido[4,3-b]indole-2-carboxylate), Cl (HCl). Run in CO (methanol), O1CCOCC1 (1,4-dioxan). Conditions: time 8 hour. The product is Cl.COCCN1C2=C(C=3C=CC=CC13)CNCC2 (5-methoxyethyl-2,3,4,5-tetrahydro-1H-pyrido[4,3-b]indole hydrochloride). RXN SMILES: [CH3:1][O:2][CH2:3][CH2:4][N:5]1[C:13]2[CH:12]=[CH:11][CH:10]=[CH:9][C:8]=2[C:7]2[CH2:14][N:15](C(OC(C)(C)C)=O)[CH2:16][CH2:17][C:6]1=2.[ClH:25]>CO.O1CCOCC1>[ClH:25].[CH3:1][O:2][CH2:3][CH2:4][N:5]1[C:13]2[CH:12]=[CH:11][CH:10]=[CH:9][C:8]=2[C:7]2[CH2:14][NH:15][CH2:16][CH2:17][C:6]1=2 |f:4.5|. Procedure: tert-Butyl 5-(2-methoxy)ethyl-1,3,4,5-tetrahydro-2H-pyrido[4,3-b]indole-2-carboxylate (430 mg) was dissolved in methanol (15 mL). 4N HCl in 1,4-dioxan (1.5 mL) was added and the mixture stirred at room temperature overnight. The solution was concentrated in vacuo, azeotroped once with toluene and dried under vacuum. This gave 5-(2-methoxy)ethyl-2,3,4,5-tetrahydro-1H-pyrido[4,3-b]indole hydrochloride as a grey foam (350 mg, 100% assuming HCl salt). Reactants: COC(=O)C1C(C1)C1=CC(=C(C(=C1)F)OCC1=CC=CC=C1)F (2-(4-benzyloxy-3,5-difluoro-phenyl)-cyclopropane carboxylic acid methyl ester). The reagents and catalysts are [Pd] (Pd/C). Solvent: C1CCOC1.CO (THF MeOH). Run at time 12 hour. Product: COC(=O)C1C(C1)C1=CC(=C(C(=C1)F)O)F (2-(3,5-difluoro-4-hydroxy-phenyl)-cyclopropane carboxylic acid methyl ester). Yield: 112.9%. As a reaction SMILES: [CH3:1][O:2][C:3]([CH:5]1[CH2:7][CH:6]1[C:8]1[CH:13]=[C:12]([F:14])[C:11]([O:15]CC2C=CC=CC=2)=[C:10]([F:23])[CH:9]=1)=[O:4]>C1COCC1.CO.[Pd]>[CH3:1][O:2][C:3]([CH:5]1[CH2:7][CH:6]1[C:8]1[CH:9]=[C:10]([F:23])[C:11]([OH:15])=[C:12]([F:14])[CH:13]=1)=[O:4] |f:1.2|. Procedure details: 2-(4-Benzyloxy-3,5-difluoro-phenyl)-cyclopropanecarboxylic acid methyl ester (21 mg, 0.066 mmol) obtained in Step B was dissolved in THF/MeOH (1 mL/1 mL), and Pd/C (10%, 10 mg) was added thereto. The mixture was stirred under hydroten atmosphere for 12 hours, filtered by using celite, and concentrated under reduced pressure to obtain the title compound (17 mg, 99%). The reactants are S(O)(O)(=O)=O (sulphuric acid), O (water), CC(C)(CCCCC)O (2-Methylheptan-2-ol), C1(C=2C(C(N1CC#N)=O)=CC=CC2)=O (phthalimidoacetonitrile), S(O)(O)(=O)=O (sulphuric acid). Solvent: C(C)(=O)O (acetic acid). Run at temperature 60 celsius. Product: C1(C=2C(C(N1CC(=O)NC(CCCCC)(C)C)=O)=CC=CC2)=O (2-phthalimido-N-(1,1-dimethylhexyl)acetamide). As a reaction SMILES: [CH3:1][C:2](O)([CH2:4][CH2:5][CH2:6][CH2:7][CH3:8])[CH3:3].[C:10]1(=[O:23])[N:14]([CH2:15][C:16]#[N:17])[C:13](=[O:18])[C:12]2=[CH:19][CH:20]=[CH:21][CH:22]=[C:11]12.S(=O)(=O)(O)[OH:25].O>C(O)(=O)C>[C:13]1(=[O:18])[N:14]([CH2:15][C:16]([NH:17][C:2]([CH3:3])([CH3:1])[CH2:4][CH2:5][CH2:6][CH2:7][CH3:8])=[O:25])[C:10](=[O:23])[C:11]2=[CH:22][CH:21]=[CH:20][CH:19]=[C:12]12. Procedure details: 2-Methylheptan-2-ol (56.53 g.; 0.43 mole) and phthalimidoacetonitrile (80.27 g.; 0.43 mole) were dissolved in glacial acetic acid (220 ml.) and the solution warmed to about 60° C. with stirring. Concentrated sulphuric acid (59 ml.; 1.1 mole) was then added gradually; at first the temperature fell but as the addition proceeded a vigorous exothermal reaction took place, the temperature of the reaction was controlled at 70° C. by regulating the addition of the sulphuric acid and coolingas necessary... Reaction SMILES: [CH3:1][N:2]([CH3:32])[CH:3]1[CH2:7][CH2:6][N:5]([C:8]2[CH:13]=[CH:12][C:11]([NH:14][C:15]([N:17]3[CH2:22][CH:21]=[C:20](B4OC(C)(C)C(C)(C)O4)[CH2:19][CH2:18]3)=[O:16])=[CH:10][CH:9]=2)[CH2:4]1.Br[C:34]1[CH:35]=[C:36]([CH:39]=[CH:40][CH:41]=1)[C:37]#[N:38]>>[CH3:1][N:2]([CH3:32])[CH:3]1[CH2:7][CH2:6][N:5]([C:8]2[CH:13]=[CH:12][C:11]([NH:14][C:15]([N:17]3[CH2:22][CH:21]=[C:20]([C:34]4[CH:41]=[CH:40][CH:39]=[C:36]([C:37]#[N:38])[CH:35]=4)[CH2:19][CH2:18]3)=[O:16])=[CH:10][CH:9]=2)[CH2:4]1. The reactants are CN(C1CN(CC1)C1=CC=C(C=C1)NC(=O)N1CCC(=CC1)B1OC(C(O1)(C)C)(C)C)C (4-(4,4,5,5-Tetramethyl-[1,3,2]dioxaborolan-2-yl)-3,6-dihydro-2H-pyridine-1-carboxylic acid [4-(3-dimethylaminopyrrolidin-1-yl)phenyl]amide), BrC=1C=C(C#N)C=CC1 (3-bromobenzonitrile). Procedure: 4-(4,4,5,5-Tetramethyl-[1,3,2]dioxaborolan-2-yl)-3,6-dihydro-2H-pyridine-1-carboxylic acid [4-(3-dimethylaminopyrrolidin-1-yl)phenyl]amide was reacted with 3-bromobenzonitrile by method O-a. This resulted in the product with the molecular weight of 415.54 (C25H29N5O); MS (ESI): 416 (M+H+) The product is CN(C1CN(CC1)C1=CC=C(C=C1)NC(=O)N1CCC(=CC1)C1=CC(=CC=C1)C#N)C (4-(3-Cyanophenyl)-3,6-dihydro-2H-pyridine-1-carboxylic acid [4-(3-dimethylaminopyrrolidin-1-yl)phenyl]amide).